Dataset: the Open Reaction Database (ORD), a public repository of structured organic reaction records. Task: describe an organic reaction: reactants, conditions, products, and yield As a reaction SMILES: [C:1]([CH3:2])([CH3:3])([CH3:4])[O:5][C:6]([NH:7][CH:8]1[CH2:9][NH:10][CH2:11][CH2:12]1)=[O:13].[CH3:14][O:15][c:16]1[c:17]([C:18](=[O:19])[Cl:20])[c:21]([O:25][CH3:26])[cH:22][cH:23][cH:24]1.[Cl:27][CH2:28][Cl:29]>>[C:1]([CH3:2])([CH3:3])([CH3:4])[O:5][C:6]([NH:7][CH:8]1[CH2:9][N:10]([C:18]([c:17]2[c:16]([O:15][CH3:14])[cH:24][cH:23][cH:22][c:21]2[O:25][CH3:26])=[O:19])[CH2:11][CH2:12]1)=[O:13]. The reactants are CC(C)(C)OC(=O)NC1CCNC1, COc1cccc(OC)c1C(=O)Cl, ClCCl. The product is COc1cccc(OC)c1C(=O)N1CCC(NC(=O)OC(C)(C)C)C1. Reactants: COC(C)(C)C, COC(Cn1ccc(=O)c(OCc2ccccc2)c1C(=O)O)OC, CI, CCOC(C)=O, [Na+], O=C([O-])O, CN(C)C=O. The product is COC(=O)c1c(OCc2ccccc2)c(=O)ccn1CC(OC)OC. RXN SMILES: [C:37]([O:38][CH3:39])([CH3:40])([CH3:41])[CH3:42].[CH3:1][O:2][CH:3]([CH2:4][n:5]1[c:6]([C:20](=[O:21])[OH:22])[c:7]([O:12][CH2:13][c:14]2[cH:15][cH:16][cH:17][cH:18][cH:19]2)[c:8](=[O:11])[cH:9][cH:10]1)[O:23][CH3:24].[CH3:30][I:31].[CH3:43][CH2:44][O:45][C:46]([CH3:47])=[O:48].[Na+:29].[O-:25][C:26]([OH:27])=[O:28].[O:32]=[CH:33][N:34]([CH3:35])[CH3:36]>>[CH3:1][O:2][CH:3]([CH2:4][n:5]1[c:6]([C:20](=[O:21])[O:22][CH3:26])[c:7]([O:12][CH2:13][c:14]2[cH:15][cH:16][cH:17][cH:18][cH:19]2)[c:8](=[O:11])[cH:9][cH:10]1)[O:23][CH3:24]. Starting materials: C(=O)(O)C12CCC(CC1)(CC2)NCC(=O)N2[C@@H](C[C@@H](C2)F)C#N ((2S,4S)-1-[[N-(4-carboxybicyclo[2.2.2]oct-1-yl)amino]acetyl]-4-fluoropyrrolidine-2-carbonitrile), ClC1=C(N)C=CC(=C1)Cl (2,4-dichloroaniline). Product: ClC1=C(C=CC(=C1)Cl)NC(=O)C12CCC(CC1)(CC2)NCC(=O)N2[C@@H](C[C@@H](C2)F)C#N ((2S,4S)-1-[[N-[4-[N-(2,4-dichlorophenyl)amino]carbonylbicyclo[2.2.2]oct-1-yl]amino]acetyl]-4-fluoropyrrolidine-2-carbonitrile). The yield is 35.3%. As a reaction SMILES: [C:1]([C:4]12[CH2:11][CH2:10][C:7]([NH:12][CH2:13][C:14]([N:16]3[CH2:20][C@@H:19]([F:21])[CH2:18][C@H:17]3[C:22]#[N:23])=[O:15])([CH2:8][CH2:9]1)[CH2:6][CH2:5]2)(O)=[O:2].[Cl:24][C:25]1[CH:31]=[C:30]([Cl:32])[CH:29]=[CH:28][C:26]=1[NH2:27]>>[Cl:24][C:25]1[CH:31]=[C:30]([Cl:32])[CH:29]=[CH:28][C:26]=1[NH:27][C:1]([C:4]12[CH2:5][CH2:6][C:7]([NH:12][CH2:13][C:14]([N:16]3[CH2:20][C@@H:19]([F:21])[CH2:18][C@H:17]3[C:22]#[N:23])=[O:15])([CH2:8][CH2:9]1)[CH2:10][CH2:11]2)=[O:2]. Procedure: In a similar manner to Example 63, (2S,4S)-1-[[N-(4-carboxybicyclo[2.2.2]oct-1-yl)amino]acetyl]-4-fluoropyrrolidine-2-carbonitrile (50.0 mg) and 2,4-dichloroaniline (55.1 mg) were used to obtain (2S,4S)-1-[[N-[4-[N-(2,4-dichlorophenyl)amino]carbonylbicyclo[2.2.2]oct-1-yl]amino]acetyl]-4-fluoropyrrolidine-2-carbonitrile (25.5 mg). The reactants are COc1cc(OC)c2c(COc3cccc4[nH]c(C(=O)O)cc34)coc2c1, Cl, Cl, Cl, CC(CN1CCC(N)CC1)N1CCC(O)CC1. Yields the product COc1cc(OC)c2c(COc3cccc4[nH]c(C(=O)NC5CCN(CC(C)N6CCC(O)CC6)CC5)cc34)coc2c1. Reaction SMILES: [CH3:1][O:2][c:3]1[cH:4][c:5]([O:26][CH3:27])[cH:6][c:7]2[c:8]1[c:9]([CH2:12][O:13][c:14]1[c:15]3[cH:16][c:17]([C:23](=[O:24])[OH:25])[nH:18][c:19]3[cH:20][cH:21][cH:22]1)[cH:10][o:11]2.[ClH:28].[ClH:29].[ClH:30].[NH2:31][CH:32]1[CH2:33][CH2:34][N:35]([CH2:38][CH:39]([CH3:40])[N:41]2[CH2:42][CH2:43][CH:44]([OH:47])[CH2:45][CH2:46]2)[CH2:36][CH2:37]1>>[CH3:1][O:2][c:3]1[cH:4][c:5]([O:26][CH3:27])[cH:6][c:7]2[c:8]1[c:9]([CH2:12][O:13][c:14]1[c:15]3[cH:16][c:17]([C:23](=[O:24])[NH:31][CH:32]4[CH2:33][CH2:34][N:35]([CH2:38][CH:39]([CH3:40])[N:41]5[CH2:42][CH2:43][CH:44]([OH:47])[CH2:45][CH2:46]5)[CH2:36][CH2:37]4)[nH:18][c:19]3[cH:20][cH:21][cH:22]1)[cH:10][o:11]2. The reactants are C(C)OC(C(CC=C(C)C)(CC=1C=NC=CC1)S(=O)(=O)C1=CC=C(C=C1)OC)=O (2-(4-methoxy-benzenesulfonyl)-5-methyl-2-pyridin-3-ylmethyl-hex-4-enoic acid ethyl ester). Run in CO (methanol), [OH-].[Na+] (NaOH). Product: COC1=CC=C(C=C1)S(=O)(=O)C(C(=O)O)(CC=C(C)C)CC=1C=NC=CC1 (2-(4-Methoxy-benzenesulfonyl)-5-methyl-2-pyridin-3-ylmethyl-hex-4-enoic acid). RXN SMILES: C([O:3][C:4](=[O:29])[C:5]([S:18]([C:21]1[CH:26]=[CH:25][C:24]([O:27][CH3:28])=[CH:23][CH:22]=1)(=[O:20])=[O:19])([CH2:11][C:12]1[CH:13]=[N:14][CH:15]=[CH:16][CH:17]=1)[CH2:6][CH:7]=[C:8]([CH3:10])[CH3:9])C>CO.[OH-].[Na+]>[CH3:28][O:27][C:24]1[CH:25]=[CH:26][C:21]([S:18]([C:5]([CH2:11][C:12]2[CH:13]=[N:14][CH:15]=[CH:16][CH:17]=2)([CH2:6][CH:7]=[C:8]([CH3:10])[CH3:9])[C:4]([OH:29])=[O:3])(=[O:20])=[O:19])=[CH:22][CH:23]=1 |f:2.3|. Reported procedure: 2-(4-Methoxy-benzenesulfonyl)-5-methyl-2-pyridin-3-ylmethyl-hex-4-enoic acid was prepared starting from 2-(4-methoxy-benzenesulfonyl)-5-methyl-2-pyridin-3-ylmethyl-hex-4-enoic acid ethyl ester (4.0 g, 9.5 mmol) dissolved in methanol (50 ml) and 10 N NaOH (30 ml). The resulting reaction mixture was worked up as outlined in Example 9. Yield 3.2 g, 87%; ivory solid; mp 117-119° C.; MS: 390 (M+H)+. The reactants are C(C)(C)(C)OC(N[C@@H]1CC[C@H](CC1)O)=O (trans (4-hydroxy-cyclohexyl)-carbamic acid tert-butyl ester), C1(=CC=CC=C1)P(C1=CC=CC=C1)C1=CC=CC=C1 (triphenyl-phosphine), [N+](=O)([O-])C1=CC=C(C(=O)O)C=C1 (4-nitrobenzoic acid), C(C)(C)OC(=O)N=NC(=O)OC(C)C (diisopropyl-azo-di-carboxylate). Run in C1CCOC1 (THF), C1=CC=CC=C1 (benzene). Conditions: time 4 hour. Yields the product C(C)(C)(C)OC(N[C@@H]1CC[C@@H](CC1)O)=O (cis (4-Hydroxy-cyclohexyl)-carbamic acid tert-butyl ester). Yield: 54.5%. RXN SMILES: [C:1]([O:5][C:6](=[O:15])[NH:7][C@H:8]1[CH2:13][CH2:12][C@H:11]([OH:14])[CH2:10][CH2:9]1)([CH3:4])([CH3:3])[CH3:2].C1(P(C2C=CC=CC=2)C2C=CC=CC=2)C=CC=CC=1.[N+](C1C=CC(C(O)=O)=CC=1)([O-])=O.C(OC(N=NC(OC(C)C)=O)=O)(C)C>C1COCC1.C1C=CC=CC=1>[C:1]([O:5][C:6](=[O:15])[NH:7][C@H:8]1[CH2:9][CH2:10][C@@H:11]([OH:14])[CH2:12][CH2:13]1)([CH3:4])([CH3:2])[CH3:3]. Procedure details: To a stirred mixture of 2.2 g of trans (4-hydroxy-cyclohexyl)-carbamic acid tert-butyl ester, 4 g of triphenyl-phosphine, 4.2 g of 4-nitrobenzoic acid, 120 mL of benzene and 10 mL of THF was added 3.5 g of diisopropyl-azo-di-carboxylate over 5 min. The mixture was allowed to stir at room temperature for 4 h and then concentrated under reduced pressure, taken up in 250 mL of dichloromethane and filtered and again concentrated. Chromatography on silica gel eluting with a gradient of 2%-20% ethyl a...